This data is from the Open Reaction Database (ORD), a public repository of structured organic reaction records. The task is: describe an organic reaction: reactants, conditions, products, and yield Starting materials: C(C)N(C(=O)N[C@@H]1CN([C@@H]2CC3=C(NC4=CC(=CC([C@H]2C1)=C34)C3SCCS3)C)C)CC (1,1-diethyl-3-[13-(1,3-dithiolan-2-yl)-2,6- dimethyl-8alpha-ergolinyl)-urea), initial material. The reagents and catalysts are [Ni] (Raney nickel). Run in CO (methanol). Yields the product C(C)N(C(=O)N[C@@H]1CN([C@@H]2CC3=C(NC4=CC(=CC([C@H]2C1)=C34)C)C)C)CC (1,1-Diethyl-3-(2,6,13-trimethyl-8alpha-ergolinyl)-urea). Reaction SMILES: [CH2:1]([N:3]([CH2:30][CH3:31])[C:4]([NH:6][C@H:7]1[CH2:21][C@H:20]2[C@@H:10]([CH2:11][C:12]3[C:22]4[C:15](=[CH:16][C:17]([CH:23]5SCCS5)=[CH:18][C:19]2=4)[NH:14][C:13]=3[CH3:28])[N:9]([CH3:29])[CH2:8]1)=[O:5])[CH3:2]>CO.[Ni]>[CH2:30]([N:3]([CH2:1][CH3:2])[C:4]([NH:6][C@H:7]1[CH2:21][C@H:20]2[C@@H:10]([CH2:11][C:12]3[C:22]4[C:15](=[CH:16][C:17]([CH3:23])=[CH:18][C:19]2=4)[NH:14][C:13]=3[CH3:28])[N:9]([CH3:29])[CH2:8]1)=[O:5])[CH3:31]. Procedure: 458 mg of 1,1-diethyl-3-[13-(1,3-dithiolan-2-yl)-2,6- dimethyl-8alpha-ergolinyl)-urea (1 mmol) is dissolved in 50 ml of methanol and treated with several portions of Raney nickel at room temperature until the initial material has disappeared according to thin-layer chromatography. It is filtered by kieselguhr, the solvent is concentrated by evaporation and the residue is chromatographed on silica gel with dichloromethane/methanol, the isolated substance is crystallized from methanol, yield 117 m...